This data is from the Open Reaction Database (ORD), a public repository of structured organic reaction records. The task is: describe an organic reaction: reactants, conditions, products, and yield Starting materials: COC(C1=C(C(=C(C(=C1)Br)F)F)NC1=C(C=CC=C1)F)=O (5-bromo-3,4-difluoro-2-(2-fluorophenylamino)-benzoic acid methyl ester), CN1CCCC1=O (NMP). The reagents and catalysts are C1=CC=C(C=C1)P([C-]2C=CC=C2)C3=CC=CC=C3.C1=CC=C(C=C1)P([C-]2C=CC=C2)C3=CC=CC=C3.[Fe+2] (dppf), C=1C=CC(=CC1)/C=C/C(=O)/C=C/C2=CC=CC=C2.C=1C=CC(=CC1)/C=C/C(=O)/C=C/C2=CC=CC=C2.C=1C=CC(=CC1)/C=C/C(=O)/C=C/C2=CC=CC=C2.[Pd].[Pd] (Pd2dba3), [C-]#N.[C-]#N.[Zn+2] (Zn(CN)2). Conditions: temperature 120 celsius. Product: COC(C1=C(C(=C(C(=C1)C#N)F)F)NC1=C(C=CC=C1)F)=O (5-cyano-3,4-difluoro-2-(2-fluorophenylamino)-benzoic acid methyl ester). RXN SMILES: [CH3:1][O:2][C:3](=[O:21])[C:4]1[CH:9]=[C:8](Br)[C:7]([F:11])=[C:6]([F:12])[C:5]=1[NH:13][C:14]1[CH:19]=[CH:18][CH:17]=[CH:16][C:15]=1[F:20].[CH3:22][N:23]1C(=O)CCC1>C1C=CC(P(C2C=CC=CC=2)[C-]2C=CC=C2)=CC=1.C1C=CC(P(C2C=CC=CC=2)[C-]2C=CC=C2)=CC=1.[Fe+2].C1C=CC(/C=C/C(/C=C/C2C=CC=CC=2)=O)=CC=1.C1C=CC(/C=C/C(/C=C/C2C=CC=CC=2)=O)=CC=1.C1C=CC(/C=C/C(/C=C/C2C=CC=CC=2)=O)=CC=1.[Pd].[Pd].[C-]#N.[C-]#N.[Zn+2]>[CH3:1][O:2][C:3](=[O:21])[C:4]1[CH:9]=[C:8]([C:22]#[N:23])[C:7]([F:11])=[C:6]([F:12])[C:5]=1[NH:13][C:14]1[CH:19]=[CH:18][CH:17]=[CH:16][C:15]=1[F:20] |f:2.3.4,5.6.7.8.9,10.11.12|. Reported procedure: A mixture of 5-bromo-3,4-difluoro-2-(2-fluorophenylamino)-benzoic acid methyl ester (1.00 equiv.), dppf (0.02 equiv.), Pd2dba3 (0.01 equiv.), and Zn(CN)2 (0.60 equiv.) in NMP is stirred at 120° C. in a sealed tube. After stirring for 20 hours, the reaction mixture is cooled to room temperature and quenched with a 4:1:4 (volume) mixture solution of saturated aqueous NH4Cl-conc NH4O-water. The mixture is extracted with EtOAc. The organic layer is washed with saturated aqueous NH4Cl/concentrated NH... The reactants are FC1=C2C(=NC=3C1=NOC3C)NC(N2C2=C(C=C(C=C2)I)F)=O (8-fluoro-7-(2-fluoro-4-iodophenyl)-3-methyl-5H-imidazo[4,5-b]isoxazolo[3,4-e]pyridin-6(7H)-one), [Li+].C[Si](C)(C)[N-][Si](C)(C)C (LiHMDS), C1(CC1)S(=O)(=O)Cl (cyclopropylsulfonyl chloride). Solvent: C1CCOC1 (THF). Reaction conditions: temperature -78 celsius, time 10 minute. Product: C1(CC1)S(=O)(=O)N1C(N(C=2C1=NC=1C(C2F)=NOC1C)C1=C(C=C(C=C1)I)F)=O (5-(Cyclopropylsulfonyl)-8-fluoro-7-(2-fluoro-4-iodophenyl)-3-methyl-5H-imidazo[4,5-b]isoxazolo[3,4-e]pyridin-6(7H)-one). As a reaction SMILES: [F:1][C:2]1[C:7]2=[N:8][O:9][C:10]([CH3:11])=[C:6]2[N:5]=[C:4]2[NH:12][C:13](=[O:23])[N:14]([C:15]3[CH:20]=[CH:19][C:18]([I:21])=[CH:17][C:16]=3[F:22])[C:3]=12.[Li+].C[Si]([N-][Si](C)(C)C)(C)C.[CH:34]1([S:37](Cl)(=[O:39])=[O:38])[CH2:36][CH2:35]1>C1COCC1>[CH:34]1([S:37]([N:12]2[C:4]3=[N:5][C:6]4[C:7](=[N:8][O:9][C:10]=4[CH3:11])[C:2]([F:1])=[C:3]3[N:14]([C:15]3[CH:20]=[CH:19][C:18]([I:21])=[CH:17][C:16]=3[F:22])[C:13]2=[O:23])(=[O:39])=[O:38])[CH2:36][CH2:35]1 |f:1.2|. Procedure details: To a solution of 8-fluoro-7-(2-fluoro-4-iodophenyl)-3-methyl-5H-imidazo[4,5-b]isoxazolo[3,4-e]pyridin-6(7H)-one (143 mg, 0.33 mmol) in THF (10 ml) at −78° C. is added LiHMDS (0.38 ml, 1 M in THF, 0.38 mmol). The reaction mixture is stirred at −78° C. for 10 min and cyclopropylsulfonyl chloride (69 mg, 0.50 mmol) is added to the mixture. The reaction is slowly warmed to room temperature and stirred at the temperature for 16 h. The reaction is quenched with saturated aqueous NH4Cl solution (20 ml)... Starting materials: NC=1C(=CC(=C(OC=2C(=NC(=NC2)N)N)C1)C(C)C)OC (5-(5-amino-2-Isopropyl-4-methoxy-phenoxy)-pyrimidine-2,4-diamine), CC(CCC(C)=O)=O (2,5-hexanedione), CC=1N(C(=CC1)C)C=1C(=CC(=C(OC=2C(=NC(=NC2)N)N)C1)C(C)C)OC (5-[5-(2,5-Dimethyl-pyrrol-1-yl)-2-isopropyl-4-methoxy-phenoxy]-pyrimidine-2,4-diamine). Product: NC1=NC=C(C(=N1)N)OC=1C(=CC(=C(C1)NC(=O)NC1=CC=CC=C1)OC)C(C)C (1-[5-(2,4-diamino-pyrimidin-5-yloxy)-4-isopropyl-2-methoxy-phenyl]-3-phenyl-urea). As a reaction SMILES: [NH2:1][C:2]1[C:3]([O:20][CH3:21])=[CH:4][C:5]([CH:17]([CH3:19])[CH3:18])=[C:6]([CH:16]=1)[O:7][C:8]1[C:9]([NH2:15])=[N:10][C:11]([NH2:14])=[N:12][CH:13]=1.CC(=O)CCC(=[O:28])C.C[C:31]1[N:32]([C:37]2[C:38](OC)=[CH:39][C:40](C(C)C)=[C:41]([CH:51]=2)OC2C(N)=NC(N)=NC=2)C(C)=CC=1>>[NH2:14][C:11]1[N:10]=[C:9]([NH2:15])[C:8]([O:7][C:6]2[C:5]([CH:17]([CH3:19])[CH3:18])=[CH:4][C:3]([O:20][CH3:21])=[C:2]([NH:1][C:31]([NH:32][C:37]3[CH:38]=[CH:39][CH:40]=[CH:41][CH:51]=3)=[O:28])[CH:16]=2)=[CH:13][N:12]=1. Reported procedure: Similarly prepared from 5-(5-amino-2-Isopropyl-4-methoxy-phenoxy)-pyrimidine-2,4-diamine (0.313 g, 1.1 mmol) and 2,5-hexanedione (0.14 ml, 1.2 mmol) was 5-[5-(2,5-Dimethyl-pyrrol-1-yl)-2-isopropyl-4-methoxy-phenoxy]-pyrimidine-2,4-diamine, (0.259 g, 64%). (M+H)=368. The reactants are O=C(Cl)c1ccc([N+](=O)[O-])cc1, N#Cc1ccc(O)c(N)c1, [Na+], C1COCCO1, [OH-]. Product: N#Cc1ccc(O)c(NC(=O)c2ccc([N+](=O)[O-])cc2)c1. RXN SMILES: [N+:11](=[O:12])([O-:13])[c:14]1[cH:15][cH:16][c:17]([C:18](=[O:19])[Cl:20])[cH:21][cH:22]1.[NH2:1][c:2]1[cH:3][c:4]([C:5]#[N:6])[cH:7][cH:8][c:9]1[OH:10].[Na+:24].[O:25]1[CH2:26][CH2:27][O:28][CH2:29][CH2:30]1.[OH-:23]>>[NH:1]([c:2]1[cH:3][c:4]([C:5]#[N:6])[cH:7][cH:8][c:9]1[OH:10])[C:18]([c:17]1[cH:16][cH:15][c:14]([N+:11](=[O:12])[O-:13])[cH:22][cH:21]1)=[O:19]. The reactants are C(C)(=O)N1C[C@H]([C@H](C1)OCC)NC1=NC(=C(N=C1CC)C1=C(C=C(C=C1)Cl)Cl)CC (N-[(cis)-1-acetyl-4-ethoxypyrrolidin-3-yl]-5-(2,4-dichlorophenyl)-3,6-diethylpyrazin-2-amine), ClC(=O)OC (methyl chloroformate). The product is ClC1=C(C=CC(=C1)Cl)C=1N=C(C(=NC1CC)N[C@@H]1CN(C[C@@H]1OCC)C(=O)OC)CC (methyl (cis)-3-{[5-(2,4-dichlorophenyl)-3,6-diethylpyrazin-2-yl]amino}-4-ethoxypyrrolidine-1-carboxylate). RXN SMILES: [C:1]([N:4]1[CH2:8][C@H:7]([O:9][CH2:10][CH3:11])[C@H:6]([NH:12][C:13]2[C:18]([CH2:19][CH3:20])=[N:17][C:16]([C:21]3[CH:26]=[CH:25][C:24]([Cl:27])=[CH:23][C:22]=3[Cl:28])=[C:15]([CH2:29][CH3:30])[N:14]=2)[CH2:5]1)(=[O:3])C.Cl[C:32](OC)=[O:33]>>[Cl:28][C:22]1[CH:23]=[C:24]([Cl:27])[CH:25]=[CH:26][C:21]=1[C:16]1[N:17]=[C:18]([CH2:19][CH3:20])[C:13]([NH:12][C@H:6]2[C@@H:7]([O:9][CH2:10][CH3:11])[CH2:8][N:4]([C:1]([O:33][CH3:32])=[O:3])[CH2:5]2)=[N:14][C:15]=1[CH2:29][CH3:30]. Reported procedure: Following the procedure for the preparation of N-[(cis)-1-acetyl-4-ethoxypyrrolidin-3-yl]-5-(2,4-dichlorophenyl)-3,6-diethylpyrazin-2-amine but substituting methyl chloroformate and making non-critical variations provided the title compound as an oil: Starting materials: ClC1=CC=C(C(=N1)C)C(=O)N1[C@H](CN(CC1)S(=O)(=O)C1=CC=C(C=C1)C(F)(F)F)C ((2S)-1-[(6-Chloro-2-methyl-3-pyridinyl)carbonyl]-2-methyl-4-{[4-(trifluoromethyl)phenyl]sulfonyl}piperazine), N1CCOCC1 (Morpholine), N1CCOCC1 (morpholine). The solvent is C(C)(C)O (isopropanol). Run at temperature 120 celsius. Yields the product Cl.CC1=C(C=CC(=N1)N1CCOCC1)C(=O)N1[C@H](CN(CC1)S(=O)(=O)C1=CC=C(C=C1)C(F)(F)F)C (4-{6-Methyl-5-[((2S)-2-methyl-4-{[4-(trifluoromethyl)phenyl]sulfonyl}-1-piperazinyl)carbonyl]-2-pyridinyl}morpholine hydrochloride). Isolated yield 53.4%. Reaction SMILES: [Cl:1][C:2]1[N:7]=[C:6]([CH3:8])[C:5]([C:9]([N:11]2[CH2:16][CH2:15][N:14]([S:17]([C:20]3[CH:25]=[CH:24][C:23]([C:26]([F:29])([F:28])[F:27])=[CH:22][CH:21]=3)(=[O:19])=[O:18])[CH2:13][C@@H:12]2[CH3:30])=[O:10])=[CH:4][CH:3]=1.[NH:31]1[CH2:36][CH2:35][O:34][CH2:33][CH2:32]1>C(O)(C)C>[ClH:1].[CH3:8][C:6]1[N:7]=[C:2]([N:31]2[CH2:36][CH2:35][O:34][CH2:33][CH2:32]2)[CH:3]=[CH:4][C:5]=1[C:9]([N:11]1[CH2:16][CH2:15][N:14]([S:17]([C:20]2[CH:25]=[CH:24][C:23]([C:26]([F:29])([F:28])[F:27])=[CH:22][CH:21]=2)(=[O:19])=[O:18])[CH2:13][C@@H:12]1[CH3:30])=[O:10] |f:3.4|. Procedure: (2S)-1-[(6-Chloro-2-methyl-3-pyridinyl)carbonyl]-2-methyl-4-{[4-(trifluoromethyl)phenyl]sulfonyl}piperazine (may be prepared as described in Example 24) (67 mg, 0.15 mmol) was weighed into a microwave vial, and dissolved in isopropanol (1.4 ml). Morpholine (0.253 ml, 2.90 mmol) was added and the clear solution was heated in the microwave to 120° C. for 4 h with stirring. LCMS analysis showed ˜40% conversion. Further morpholine (0.126 ml, 1.45 mmol) was added and the stirred reaction was heated t... The reactants are C1(CC1)COC=1C=C(C=CC1[N+](=O)[O-])C(C(=O)OCC)C(=O)OCC (diethyl 2-(3-(cyclopropylmethoxy)-4-nitrophenyl)malonate), [OH-].[Na+] (NaOH). Solvent: C(C)O (ethanol). Run at temperature 0 celsius. Yields the product C1(CC1)COC=1C=C(C=CC1[N+](=O)[O-])CC(=O)O (2-(3-(cyclopropylmethoxy)-4-nitrophenyl)acetic acid). Yield: 90.9%. RXN SMILES: [CH:1]1([CH2:4][O:5][C:6]2[CH:7]=[C:8]([CH:15](C(OCC)=O)[C:16]([O:18]CC)=[O:17])[CH:9]=[CH:10][C:11]=2[N+:12]([O-:14])=[O:13])[CH2:3][CH2:2]1.[OH-].[Na+]>C(O)C>[CH:1]1([CH2:4][O:5][C:6]2[CH:7]=[C:8]([CH2:15][C:16]([OH:18])=[O:17])[CH:9]=[CH:10][C:11]=2[N+:12]([O-:14])=[O:13])[CH2:2][CH2:3]1 |f:1.2|. Procedure: Compound diethyl 2-(3-(cyclopropylmethoxy)-4-nitrophenyl)malonate (10 g) was dissolved in 100 mL ethanol and cooled to 0° C., NaOH solution (4 eq) was added slowly to the reaction mixture for about 15 min. The reaction mixture was heated gently up to 60° C. for 5 h. Progress of the reaction was monitored by TLC analysis. After complete conversion of starting material solvent was evaporated under reduced pressure, residue dissolved in H2O, acidified with 6N HCl to pH-2. Filtered the solid materia... Reactants: COc1cc2c(Cl)ccnc2cc1OCc1ccccc1, CN1CCCC1=O, ClCCl, CC(=O)Nc1ccc(O)cc1. The product is COc1cc2c(Oc3ccc(NC(C)=O)cc3)ccnc2cc1OCc1ccccc1. Reaction SMILES: [CH2:1]([c:2]1[cH:3][cH:4][cH:5][cH:6][cH:7]1)[O:8][c:9]1[c:10]([O:20][CH3:21])[cH:11][c:12]2[c:13]([Cl:19])[cH:14][cH:15][n:16][c:17]2[cH:18]1.[CH3:33][N:34]1[CH2:35][CH2:36][CH2:37][C:38]1=[O:39].[Cl:40][CH2:41][Cl:42].[OH:22][c:23]1[cH:24][cH:25][c:26]([NH:29][C:30]([CH3:31])=[O:32])[cH:27][cH:28]1>>[CH2:1]([c:2]1[cH:3][cH:4][cH:5][cH:6][cH:7]1)[O:8][c:9]1[c:10]([O:20][CH3:21])[cH:11][c:12]2[c:13]([O:22][c:23]3[cH:24][cH:25][c:26]([NH:29][C:30]([CH3:31])=[O:32])[cH:27][cH:28]3)[cH:14][cH:15][n:16][c:17]2[cH:18]1. The reactants are Cc1ccc(C(=O)O)c2ccccc12, Cc1ccc(N)c(C)c1. Reagents/catalysts: [B-](F)(F)(F)F.CN(C)C(=[N+](C)C)ON1C2=C(C=CC(=C2)Cl)N=N1 (TCTU), CCN(C(C)C)C(C)C (DIPEA). The solvent is CN(C)C=O (DMF), CN(C)C=O (DMF), CN(C)C=O (DMF), CN(C)C=O (DMF), CN(C)C=O (DMF), CN(C)C=O (DMF). Run at temperature 25 celsius, time 2 hour. Yields the product Cc1ccc(NC(=O)c2ccc(C)c3ccccc23)c(C)c1. The yield is 68.0%. Reaction SMILES: Cc1ccc(N)c(C)c1.Cc1ccc(C(=O)O)c2ccccc12.[B-](F)(F)(F)F.CN(C)C(=[N+](C)C)ON1C2=C(C=CC(=C2)Cl)N=N1.CCN(C(C)C)C(C)C.CN(C)C=O>>Cc1ccc(NC(=O)c2ccc(C)c3ccccc23)c(C)c1.